This data is from the Open Reaction Database (ORD), a public repository of structured organic reaction records. The task is: describe an organic reaction: reactants, conditions, products, and yield Starting materials: Cl (HCl), TEA, C(C=C)[Mg]Br (Allylmagnesium bromide), CCOCC (ether), O(S(=O)(=O)C(F)(F)F)[Si](C)(C)C(C)(C)C (tert-butyldimethylsilyl triflate), C1(CCC1)=O (cyclobutanone), C(=O)=O (dry ice). The solvent is CO (MeOH), C1CCOC1 (THF). Run at temperature -78 celsius, time 30 minute. Yields the product C(C=C)C1(CCC1)O[Si](C)(C)C(C)(C)C ((1-allylcyclobutoxy)(tert-butyl)dimethylsilane). As a reaction SMILES: [C:1]1(=[O:5])[CH2:4][CH2:3][CH2:2]1.[CH2:6]([Mg]Br)[CH:7]=[CH2:8].CCOCC.O([Si:24]([C:27]([CH3:30])([CH3:29])[CH3:28])([CH3:26])[CH3:25])S(C(F)(F)F)(=O)=O.C(=O)=O.Cl>CO.C1COCC1>[CH2:6]([C:1]1([O:5][Si:24]([C:27]([CH3:30])([CH3:29])[CH3:28])([CH3:26])[CH3:25])[CH2:4][CH2:3][CH2:2]1)[CH:7]=[CH2:8]. Procedure: To a 2 L three-necked round bottom flask was added cyclobutanone (12.47 g, 178 mmol) and THF (1200 mL). The solution was cooled to −78° C. Allylmagnesium bromide, 1 M in ether (196 ml, 196 mmol) was added via an addition funnel over 30 min. The reaction was allowed to stir for 30 min. MeOH (30 mL) was added to the reaction and the cooling bath was removed. The solution was stirred for about 10 min, then HCl (0.5 M, 500 mL) was added. The reaction was transferred to a separatory funnel and extrac... As a reaction SMILES: [CH2:29]([CH:30]=[CH2:31])[Br:32].[H-:27].[Na+:28].[O:33]1[CH2:34][CH2:35][CH2:36][CH2:37]1.[o:1]1[cH:2][c:3]([CH:6]2[C:7]3([CH3:8])[C:9]([OH:26])([CH2:10][CH2:11]2)[CH:12]2[CH2:13][CH2:14][CH:15]4[CH2:16][CH:17]([OH:25])[CH2:18][CH2:19][C:20]4([CH3:21])[CH:22]2[CH2:23][CH2:24]3)[cH:4][cH:5]1>>[o:1]1[cH:2][c:3]([CH:6]2[C:7]3([CH3:8])[C:9]([OH:26])([CH2:10][CH2:11]2)[CH:12]2[CH2:13][CH2:14][CH:15]4[CH2:16][CH:17]([O:25][CH2:31][CH:30]=[CH2:29])[CH2:18][CH2:19][C:20]4([CH3:21])[CH:22]2[CH2:23][CH2:24]3)[cH:4][cH:5]1. Starting materials: C=CCBr, [H-], [Na+], C1CCOC1, CC12CCC(O)CC1CCC1C2CCC2(C)C(c3ccoc3)CCC12O. Product: C=CCOC1CCC2(C)C(CCC3C2CCC2(C)C(c4ccoc4)CCC32O)C1. Starting materials: Cl.NC1=C(C=C(C=C1F)C(CN(C(C)(C)C)O)=O)Br (4'-amino-3'-bromo-5'-fluoro-2-(hydroxy-tert.butylamino)-acetophenone hydrochloride), [BH4-].[Na+] (sodium borohydride). The product is NC1=C(C=C(C=C1F)C(CN(C(C)(C)C)O)O)Br (1-(4'-Amino-3'-bromo-5'-fluoro-phenyl)-2-(hydroxy-tert.butylamino)-ethanol). As a reaction SMILES: Cl.[NH2:2][C:3]1[C:8]([F:9])=[CH:7][C:6]([C:10](=[O:18])[CH2:11][N:12]([OH:17])[C:13]([CH3:16])([CH3:15])[CH3:14])=[CH:5][C:4]=1[Br:19].[BH4-].[Na+]>>[NH2:2][C:3]1[C:8]([F:9])=[CH:7][C:6]([CH:10]([OH:18])[CH2:11][N:12]([OH:17])[C:13]([CH3:16])([CH3:14])[CH3:15])=[CH:5][C:4]=1[Br:19] |f:0.1,2.3|. Procedure: m.p. 122°-125° C., was prepared from 4'-amino-3'-bromo-5'-fluoro-2-(hydroxy-tert.butylamino)-acetophenone hydrochloride and sodium borohydride analogous to Example 1.